Dataset: the Open Reaction Database (ORD), a public repository of structured organic reaction records. Task: describe an organic reaction: reactants, conditions, products, and yield The reactants are CCOC(=O)CCCCOc1ccc(C2=CCCCCCC2)cc1, CCO. Product: CCOC(=O)CCCCOc1ccc(C2CCCCCCC2)cc1. As a reaction SMILES: [CH2:1]([CH3:2])[O:3][C:4]([CH2:5][CH2:6][CH2:7][CH2:8][O:9][c:10]1[cH:11][cH:12][c:13]([C:16]2=[CH:17][CH2:18][CH2:19][CH2:20][CH2:21][CH2:22][CH2:23]2)[cH:14][cH:15]1)=[O:24].[CH3:25][CH2:26][OH:27]>>[CH2:1]([CH3:2])[O:3][C:4]([CH2:5][CH2:6][CH2:7][CH2:8][O:9][c:10]1[cH:11][cH:12][c:13]([CH:16]2[CH2:17][CH2:18][CH2:19][CH2:20][CH2:21][CH2:22][CH2:23]2)[cH:14][cH:15]1)=[O:24]. Starting materials: solution, C1CCC(CC1)N=C=NC2CCCCC2 (DCC), solution, Cl (hydrochloric acid), FC(C(=O)O)(C(CC)OC(C(=C)C)=O)F (2,2-difluoro-3-(methacryloyloxy)pentanoic acid), ice, FC(CO)(F)F (2,2,2-trifluoroethanol). The reagents and catalysts are CN(C)C=1C=CN=CC1 (DMAP). Run in ClCCl (dichloromethane), ClCCl (dichloromethane). Conditions: time 2 hour. The product is FC(COC(C(C(CC)OC(C(=C)C)=O)(F)F)=O)(F)F (2,2,2-trifluoroethyl-2,2-difluoro-3-(methacryloyloxy)pentanoate). Isolated yield 71.0%. Reaction SMILES: [F:1][C:2]([F:15])([CH:6]([O:9][C:10](=[O:14])[C:11]([CH3:13])=[CH2:12])[CH2:7][CH3:8])[C:3]([OH:5])=[O:4].C1CCC(N=C=NC2CCCCC2)CC1.[F:31][C:32]([F:36])([F:35])[CH2:33]O.Cl>ClCCl.CN(C1C=CN=CC=1)C>[F:31][C:32]([F:36])([F:35])[CH2:33][O:4][C:3](=[O:5])[C:2]([F:15])([F:1])[CH:6]([O:9][C:10](=[O:14])[C:11]([CH3:13])=[CH2:12])[CH2:7][CH3:8]. Procedure details: After a reaction vessel which had been sufficiently dried inside by vacuum heating was replaced with dry nitrogen, 100 mL of a solution of 22.22 g (0.1 mol) of 2,2-difluoro-3-(methacryloyloxy)pentanoic acid in dichloromethane was added into the reaction vessel, and the mixture was cooled to an ice temperature. Thereto was added 100 mL of a solution of 22.70 g (0.11 mol) of DCC in dichloromethane over 10 min, and 0.61 g (5 mmol) of DMAP and 10.40 g (0.105 mol) of 2,2,2-trifluoroethanol were furth... The reactants are CN(C(=S)NC1=C(C=CC=C1)N1CCOCC1)C (1,1-dimethyl-3-(2-morpholinophenyl)thiourea), C(CC)N (n-propylamine), O.O.O.C(C)(=O)[O-].[Pb+2].C(C)(=O)[O-] (lead acetate trihydrate), [OH-].[K+] (potassium hydroxide), C(CC)N (n-propylamine), C(\C=C\C(=O)O)(=O)O (fumaric acid). Run in C(C)O (ethanol), CO (methanol). Yields the product C(\C=C\C(=O)O)(=O)O.C(CC)NC(=NC1=C(C=CC=C1)N1CCOCC1)NCCC.C(CC)NC(=NC1=C(C=CC=C1)N1CCOCC1)NCCC (1,3-di-(n-propyl)-2-(2-morpholinophenyl)guanidine hemifumarate). Reaction SMILES: C[N:2]([CH3:18])[C:3]([NH:5][C:6]1[CH:11]=[CH:10][CH:9]=[CH:8][C:7]=1[N:12]1[CH2:17][CH2:16][O:15][CH2:14][CH2:13]1)=S.[CH2:19]([NH2:22])[CH2:20][CH3:21].O.O.O.[C:26]([O-])(=O)[CH3:27].[Pb+2].[C:31]([O-])(=O)[CH3:32].[OH-].[K+].[C:37]([OH:44])(=[O:43])/[CH:38]=[CH:39]/[C:40]([OH:42])=[O:41]>CO.C(O)C>[C:37]([OH:44])(=[O:43])/[CH:38]=[CH:39]/[C:40]([OH:42])=[O:41].[CH2:19]([NH:22][C:3]([NH:2][CH2:18][CH2:26][CH3:27])=[N:5][C:6]1[CH:11]=[CH:10][CH:9]=[CH:8][C:7]=1[N:12]1[CH2:13][CH2:14][O:15][CH2:16][CH2:17]1)[CH2:20][CH3:21].[CH2:19]([NH:22][C:3]([NH:2][CH2:18][CH2:31][CH3:32])=[N:5][C:6]1[CH:11]=[CH:10][CH:9]=[CH:8][C:7]=1[N:12]1[CH2:13][CH2:14][O:15][CH2:16][CH2:17]1)[CH2:20][CH3:21] |f:2.3.4.5.6.7,8.9,13.14.15|. Procedure: A mixture of 1,1-dimethyl-3-(2-morpholinophenyl)thiourea (2.65 g prepared as described in Example 232), n-propylamine (1.6 ml), lead acetate trihydrate (3.8 g), potassium hydroxide (1.2 g) and ethanol (25 ml) was heated under reflux for 4 hours. A further amount of n-propylamine (1.6 ml) was added and the mixture heated under reflux for a further 8 hours. The reaction mixture yielded a residue which was extracted with ether. The extract was decolourised with charcoal, filtered and the solvent re...